Dataset: the Open Reaction Database (ORD), a public repository of structured organic reaction records. Task: describe an organic reaction: reactants, conditions, products, and yield Reactants: CCOC(=O)C(=O)CC(=O)c1ccc2ccccc2n1, Cl. Yields the product CC(=O)c1ccc2ccccc2n1. As a reaction SMILES: [C:1]([C:2]([O:3][CH2:4][CH3:5])=[O:6])(=[O:7])[CH2:8][C:9](=[O:10])[c:11]1[n:12][c:13]2[cH:14][cH:15][cH:16][cH:17][c:18]2[cH:19][cH:20]1.[ClH:21]>>[CH3:8][C:9](=[O:10])[c:11]1[n:12][c:13]2[cH:14][cH:15][cH:16][cH:17][c:18]2[cH:19][cH:20]1. Reactants: CN1CCCC1=O, CO, ClCCl, CC(O)(C(=O)Nc1ccc(S(=O)(=O)c2ccc(F)cc2)c(F)c1Cl)C(F)(F)F, NCCO. The product is CC(O)(C(=O)Nc1ccc(S(=O)(=O)c2ccc(F)cc2)c(NCCO)c1Cl)C(F)(F)F. RXN SMILES: [CH3:33][N:34]1[CH2:35][CH2:36][CH2:37][C:38]1=[O:39].[CH3:40][OH:41].[Cl:42][CH2:43][Cl:44].[Cl:5][c:6]1[c:7]([NH:23][C:24]([C:25]([C:26]([F:27])([F:28])[F:29])([CH3:30])[OH:31])=[O:32])[cH:8][cH:9][c:10]([S:13](=[O:14])(=[O:15])[c:16]2[cH:17][cH:18][c:19]([F:22])[cH:20][cH:21]2)[c:11]1[F:12].[NH2:1][CH2:2][CH2:3][OH:4]>>[NH:1]([CH2:2][CH2:3][OH:4])[c:11]1[c:6]([Cl:5])[c:7]([NH:23][C:24]([C:25]([C:26]([F:27])([F:28])[F:29])([CH3:30])[OH:31])=[O:32])[cH:8][cH:9][c:10]1[S:13](=[O:14])(=[O:15])[c:16]1[cH:17][cH:18][c:19]([F:22])[cH:20][cH:21]1.